From a dataset of the Open Reaction Database (ORD), a public repository of structured organic reaction records. describe an organic reaction: reactants, conditions, products, and yield Starting materials: O=C1Cc2c(ccc(F)c2CCC(=O)c2ccc[nH]2)N1, [Na+], [OH-], O. The product is O=C1Nc2ccc(F)c3c2C1=C(c1ccc[nH]1)CC3. Reaction SMILES: [F:1][c:2]1[c:3]([CH2:12][CH2:13][C:14]([c:15]2[nH:16][cH:17][cH:18][cH:19]2)=[O:20])[c:4]2[c:8]([cH:9][cH:10]1)[NH:7][C:6](=[O:11])[CH2:5]2.[Na+:22].[OH-:21].[OH2:23]>>[F:1][c:2]1[c:3]2[c:4]3[c:8]([cH:9][cH:10]1)[NH:7][C:6](=[O:11])[C:5]3=[C:14]([c:15]1[nH:16][cH:17][cH:18][cH:19]1)[CH2:13][CH2:12]2.